From a dataset of the Open Reaction Database (ORD), a public repository of structured organic reaction records. describe an organic reaction: reactants, conditions, products, and yield Starting materials: CCOC(=O)C1C(C1(C)C)C=C(C)C (ethyl chrysanthemate), S(O)(O)(=O)=O (sulfuric acid). The product is CC(=C[C@@H]1[C@H](C1(C)C)C(=O)O)C (trans-chrysanthemic acid). Yield: 80.5%. Reaction SMILES: CC[O:3][C:4]([CH:6]1[C:8]([CH3:10])([CH3:9])[CH:7]1[CH:11]=[C:12]([CH3:14])[CH3:13])=[O:5].S(=O)(=O)(O)O>>[CH3:13][C:12]([CH3:14])=[CH:11][C@H:7]1[C:8]([CH3:9])([CH3:10])[C@@H:6]1[C:4]([OH:5])=[O:3]. Procedure details: The water layer was made acidic with sulfuric acid and extracted with toluene (80 g) two times. The toluene layer was washed and evaporated, and the residue was distilled under reduced pressure to give trans-chrysanthemic acid (47.1 g; trans-isomer, 80.5 %). B.P. 110° to 114°C/2 mmHg.